describe an organic reaction: reactants, conditions, products, and yield From a dataset of the Open Reaction Database (ORD), a public repository of structured organic reaction records. Reactants: CCOC(=O)c1cn(C)n(-c2ccc(F)cc2)c1=O, [Na+], C1CCOC1, [OH-]. Product: Cn1cc(C(=O)O)c(=O)n1-c1ccc(F)cc1. RXN SMILES: [F:1][c:2]1[cH:3][cH:4][c:5](-[n:8]2[n:9]([CH3:19])[cH:10][c:11]([C:14](=[O:15])[O:16][CH2:17][CH3:18])[c:12]2=[O:13])[cH:6][cH:7]1.[Na+:21].[O:22]1[CH2:23][CH2:24][CH2:25][CH2:26]1.[OH-:20]>>[F:1][c:2]1[cH:3][cH:4][c:5](-[n:8]2[n:9]([CH3:19])[cH:10][c:11]([C:14](=[O:15])[OH:16])[c:12]2=[O:13])[cH:6][cH:7]1. The reactants are Intermediate E2, NC=1C=C2C(=NNC2=CC1)C(=O)OC (methyl 5-amino-1H-indazole-3-carboxylate), CC=1C=CC(=CC1)S(=O)(=O)O (p-TSA), CN(C)C=O (DMF). Product: NC1=CC=C(C2=CC=CC=C12)OC1=NC(=NC=C1)NC=1C=C2C(=NNC2=CC1)C(=O)OC (Methyl 5-((4-((4-aminonaphthalen-1-yl)oxy)pyrimidin-2-yl)amino)-1H-indazole-3-carboxylate). RXN SMILES: [NH2:1][C:2]1[CH:3]=[C:4]2[C:8](=[CH:9][CH:10]=1)[NH:7][N:6]=[C:5]2[C:11]([O:13][CH3:14])=[O:12].[CH3:15][C:16]1[CH:17]=[CH:18][C:19](S(O)(=O)=O)=[CH:20][CH:21]=1.[CH3:26][N:27]([CH:29]=[O:30])C>>[NH2:6][C:5]1[C:17]2[C:16](=[CH:21][CH:20]=[CH:19][CH:18]=2)[C:15]([O:30][C:29]2[CH:10]=[CH:2][N:1]=[C:26]([NH:1][C:2]3[CH:3]=[C:4]4[C:8](=[CH:9][CH:10]=3)[NH:7][N:6]=[C:5]4[C:11]([O:13][CH3:14])=[O:12])[N:27]=2)=[CH:3][CH:4]=1. Reported procedure: A solution of Intermediate E2 (1.60 g, 5.90 mmol), methyl 5-amino-1H-indazole-3-carboxylate (1.35 g, 7.07 mmol) and p-TSA (2.24 g, 11.8 mmol) in DMF (30 mL) was stirred at 60° C. for 16 hr. The reaction mixture was cooled to RT and was partitioned between EtOAc (100 mL) and saturated aq. NaHCO3 (100 mL). The layers were separated and the organic extract was washed with water (2×100 mL) and brine (2×100 mL) and then dried and evaporated in vacuo. The residue was purified by trituration with aceto... The reactants are C(C)(C)(C)OC(=O)N[C@H](C(=O)O)CC1=CC=C(C=C1)Cl (2(S)-tert-butoxycarbonylamino-3-(4-chlorophenyl)-propionic acid), C=1C=CC2=C(C1)N=NN2O (HOBt), CCN=C=NCCCN(C)C (EDCI), C(C)(C)(C)OC(NC1CN(C1)C1=NC=NC2=CC=CC=C12)=O ((1-quinazolin-4-yl-azetidin-3-yl)-carbamic acid tert-butyl ester), TEA, C(=O)(C(F)(F)F)O (TFA). The solvent is C(Cl)Cl (DCM), CN(C)C=O (DMF), Cl (HCl). Conditions: temperature 80 celsius, time 3 hour. Yields the product N[C@@H](C(=O)NC1CN(C1)C1=NC=NC2=CC=CC=C12)CC1=CC=C(C=C1)Cl (2(R)-amino-3-(4-chlorophenyl)-N-(1-quinazolin-4-yl-azetidin-3-yl)-propionamide). The yield is 35.7%. As a reaction SMILES: C(O[C:6](=[O:22])[NH:7][CH:8]1[CH2:11][N:10]([C:12]2[C:21]3[C:16](=[CH:17][CH:18]=[CH:19][CH:20]=3)[N:15]=[CH:14][N:13]=2)[CH2:9]1)(C)(C)C.C1C=CC2N(O)N=NC=2C=1.CCN=C=NCCCN(C)C.C(OC([NH:51][C@@H:52]([CH2:56][C:57]1[CH:62]=[CH:61][C:60]([Cl:63])=[CH:59][CH:58]=1)C(O)=O)=O)(C)(C)C.C(O)(C(F)(F)F)=O>Cl.CN(C=O)C.C(Cl)Cl>[NH2:51][C@H:52]([CH2:56][C:57]1[CH:62]=[CH:61][C:60]([Cl:63])=[CH:59][CH:58]=1)[C:6]([NH:7][CH:8]1[CH2:9][N:10]([C:12]2[C:21]3[C:16](=[CH:17][CH:18]=[CH:19][CH:20]=3)[N:15]=[CH:14][N:13]=2)[CH2:11]1)=[O:22]. Procedure details: The (1-quinazolin-4-yl-azetidin-3-yl)-carbamic acid tert-butyl ester (390 mg, 1.30 mmol) was dissolved in 7 mL, of 4M HCl and allowed to stir at 80° C. to completion after three hours. The aqueous solution was washed with ether (discarded), and the aqueous layer was concentrated in vacuo to afford the de-protected intermediate as a white solid. The flask containing this solid was charged with HOBt (193 mg, 1.43 mmol), EDCI (274 mg, 1.43 mmol), and the 2(S)-tert-butoxycarbonylamino-3-(4-chlorophe... Reactants: O=C([O-])[O-], CCOC(=O)COc1ccc(S)cc1Cl, CCOCC, CCCN(CCOS(=O)(=O)c1ccc(C)cc1)S(=O)(=O)c1sc2ccc(Cl)cc2c1C, Cl, [Cs+], [Cs+], N#N, CN(C)C=O. Yields the product CCCN(CCSc1ccc(OCC(=O)OCC)c(Cl)c1)S(=O)(=O)c1sc2ccc(Cl)cc2c1C. As a reaction SMILES: [C:18](=[O:19])([O-:20])[O-:21].[CH2:1]([CH3:2])[O:3][C:4]([CH2:5][O:6][c:7]1[c:8]([Cl:14])[cH:9][c:10]([SH:13])[cH:11][cH:12]1)=[O:15].[CH3:61][CH2:62][O:63][CH2:64][CH3:65].[Cl:24][c:25]1[cH:26][c:27]2[c:28]([s:29][c:30]([S:33](=[O:34])(=[O:35])[N:36]([CH2:37][CH2:38][O:39][S:40]([c:41]3[cH:42][cH:43][c:44]([CH3:45])[cH:46][cH:47]3)(=[O:48])=[O:49])[CH2:50][CH2:51][CH3:52])[c:31]2[CH3:32])[cH:53][cH:54]1.[ClH:55].[Cs+:22].[Cs+:23].[N:16]#[N:17].[O:56]=[CH:57][N:58]([CH3:59])[CH3:60]>>[CH2:1]([CH3:2])[O:3][C:4]([CH2:5][O:6][c:7]1[c:8]([Cl:14])[cH:9][c:10]([S:13][CH2:38][CH2:37][N:36]([S:33]([c:30]2[s:29][c:28]3[c:27]([cH:26][c:25]([Cl:24])[cH:54][cH:53]3)[c:31]2[CH3:32])(=[O:34])=[O:35])[CH2:50][CH2:51][CH3:52])[cH:11][cH:12]1)=[O:15]. Starting materials: C(CCCCCCC)[Mg]Br (octylmagnesium bromide), BrC1=NC=C(N=C1F)C1=CC=C(C=C1)OCCCCCCCC (2-bromo-3-fluoro-5-(4-octyloxyphenyl)pyrazine). Reagents/catalysts: Cl[Ni]1([P](CCC[P](C2=CC=CC=C2)1C3=CC=CC=C3)(C4=CC=CC=C4)C5=CC=CC=C5)Cl ([1,3-bis-(diphenylphosphino)propane]nickel(II) chloride). The solvent is O1CCCC1 (tetrahydrofuran), O1CCCC1 (tetrahydrofuran). Conditions: time 8 hour. The product is FC1=NC(=CN=C1CCCCCCCC)C1=CC=C(C=C1)OCCCCCCCC (2-fluoro-3-octyl-6-(4-octyloxyphenyl)pyrazine). As a reaction SMILES: [CH2:1]([Mg]Br)[CH2:2][CH2:3][CH2:4][CH2:5][CH2:6][CH2:7][CH3:8].Br[C:12]1[C:17]([F:18])=[N:16][C:15]([C:19]2[CH:24]=[CH:23][C:22]([O:25][CH2:26][CH2:27][CH2:28][CH2:29][CH2:30][CH2:31][CH2:32][CH3:33])=[CH:21][CH:20]=2)=[CH:14][N:13]=1>O1CCCC1.Cl[Ni]1(Cl)[P](C2C=CC=CC=2)(C2C=CC=CC=2)CCC[P]1(C1C=CC=CC=1)C1C=CC=CC=1>[F:18][C:17]1[C:12]([CH2:1][CH2:2][CH2:3][CH2:4][CH2:5][CH2:6][CH2:7][CH3:8])=[N:13][CH:14]=[C:15]([C:19]2[CH:24]=[CH:23][C:22]([O:25][CH2:26][CH2:27][CH2:28][CH2:29][CH2:30][CH2:31][CH2:32][CH3:33])=[CH:21][CH:20]=2)[N:16]=1 |^1:41,57|. Reported procedure: 7.95 mmol of freshly prepared octylmagnesium bromide in 30 ml of tetrahydrofuran are added dropwise at -10° C. to 2.00 g (5.3 mmol) of 2-bromo-3-fluoro-5-(4-octyloxyphenyl)pyrazine and 0.03 g (0.06 mmol) of [1,3-bis-(diphenylphosphino)propane]nickel(II) chloride in 30 ml of tetrahydrofuran, and the reaction mixture is stirred overnight, during which it warms to room temperature. The reaction mixture is partitioned between aqueous ammonium chloride solution and ether, the organic phase is washed ... Reactants: C=CCOc1ccc([N+](=O)[O-])c(C(=O)c2ccc(C(C)C)cc2)c1, CC(=O)O, [Fe]. As a reaction SMILES: [CH2:1]([CH:2]=[CH2:3])[O:4][c:5]1[cH:6][cH:7][c:8]([N+:22]([O-:23])=[O:24])[c:9]([C:11](=[O:12])[c:13]2[cH:14][cH:15][c:16]([CH:19]([CH3:20])[CH3:21])[cH:17][cH:18]2)[cH:10]1.[CH3:25][C:26](=[O:27])[OH:28].[Fe:29]>>[CH2:1]([CH:2]=[CH2:3])[O:4][c:5]1[cH:6][cH:7][c:8]([NH2:22])[c:9]([C:11](=[O:12])[c:13]2[cH:14][cH:15][c:16]([CH:19]([CH3:20])[CH3:21])[cH:17][cH:18]2)[cH:10]1. Yields the product C=CCOc1ccc(N)c(C(=O)c2ccc(C(C)C)cc2)c1. Starting materials: COc2ccc1ccccc1c2 (substrate), CC(C)(C)c3ccc(n2cnc1ccccc12)cc3 (effective_coupling_partner). The reagents and catalysts are P(o-tolyl)3. Conditions: temperature 90 celsius, time 16 hour. Product: CC(C)(C)c5ccc(n4c(c2ccc1ccccc1c2)nc3ccccc34)cc5.